Dataset: the Open Reaction Database (ORD), a public repository of structured organic reaction records. Task: describe an organic reaction: reactants, conditions, products, and yield Starting materials: C(=C)C1=CC(=C(C(=C1)F)OC1=CC(=C(C=C1)Cl)C(F)(F)F)F (4-chloro-3-(trifluoromethyl)phenyl 4-ethenyl-2,6-difluorophenyl ether), B1C2CCCC1CCC2 (9-BBN), [OH-].[Na+] (NaOH), OO (H2O2). The solvent is C1CCOC1 (THF). Run at time 8 hour. Yields the product ClC1=C(C=C(C=C1)OC1=C(C=C(C=C1F)CCO)F)C(F)(F)F (2-(4-{[4-Chloro-3-(trifluoromethyl)phenyl]oxy}-3,5-difluorophenyl)ethanol). Isolated yield 91.9%. As a reaction SMILES: [CH:1]([C:3]1[CH:8]=[C:7]([F:9])[C:6]([O:10][C:11]2[CH:16]=[CH:15][C:14]([Cl:17])=[C:13]([C:18]([F:21])([F:20])[F:19])[CH:12]=2)=[C:5]([F:22])[CH:4]=1)=[CH2:2].B1C2CCCC1CCC2.[OH-:32].[Na+].OO>C1COCC1>[Cl:17][C:14]1[CH:15]=[CH:16][C:11]([O:10][C:6]2[C:5]([F:22])=[CH:4][C:3]([CH2:1][CH2:2][OH:32])=[CH:8][C:7]=2[F:9])=[CH:12][C:13]=1[C:18]([F:19])([F:21])[F:20] |f:2.3|. Reported procedure: To a solution of 4-chloro-3-(trifluoromethyl)phenyl 4-ethenyl-2,6-difluorophenyl ether (3.2 g, 9.56 mmol) in THF (10 mL) was added dropwise 9-BBN (38.2 mL, 19.12 mmol) at 0° C. The reaction mixture was stirred at room temperature for overnight. It was mixed with NaOH (19.12 mL, 57.4 mmol) and H2O2 (5.86 mL, 57.4 mmol), the mixture was stirred at 55° C. for 4 h. It was quenched by Na2SO3 and extracted with EA (100 ml×3). Organic phases were collected, combined, dried with anhydrous Na2SO4, and co... Reactants: COC(=O)C12CC3CC(CC(N)(C3)C1C(=O)C(Cc1ccccc1)NC(=O)OC(C)(C)C)C2, Cl, C1COCCO1. The product is Cl, COC(=O)C12CC3CC(CC(N)(C3)C1C(=O)C(N)Cc1ccccc1)C2. RXN SMILES: [C:1]([O:2][C:3]([CH3:4])([CH3:5])[CH3:6])(=[O:7])[NH:8][CH:9]([CH2:10][c:11]1[cH:12][cH:13][cH:14][cH:15][cH:16]1)[C:17](=[O:18])[CH:19]1[C:20]2([C:30](=[O:31])[O:32][CH3:33])[CH2:21][CH:22]3[CH2:23][CH:24]([CH2:25][C:26]1([NH2:28])[CH2:27]3)[CH2:29]2.[ClH:34].[O:35]1[CH2:36][CH2:37][O:38][CH2:39][CH2:40]1>>[ClH:34].[NH2:8][CH:9]([CH2:10][c:11]1[cH:12][cH:13][cH:14][cH:15][cH:16]1)[C:17](=[O:18])[CH:19]1[C:20]2([C:30](=[O:31])[O:32][CH3:33])[CH2:21][CH:22]3[CH2:23][CH:24]([CH2:25][C:26]1([NH2:28])[CH2:27]3)[CH2:29]2. The reactants are C(C)OC=CC=CC (1-ethoxy-1,3-pentadiene), C(C=O)(=O)OCCCC (butyl glyoxylate), C(C)OC=CC=CC (1-ethoxy-1,3-pentadiene), C(C=O)(=O)OCCCC (butyl glyoxylate), C1(O)=CC=C(O)C=C1 (hydroquinone), 2H-pyran butyl ester. The solvent is C(Cl)Cl (methylene chloride). Yields the product C(CCC)OC(=O)C1OC(C=CC1C)OCC (butyl-3-methyl-6-ethoxy-3,6-dihydro-2H-pyran-2-carboxylate). Reaction SMILES: [CH2:1]([O:3][CH:4]=[CH:5][CH:6]=[CH:7][CH3:8])[CH3:2].[C:9]([O:13][CH2:14][CH2:15][CH2:16][CH3:17])(=[O:12])[CH:10]=[O:11].C1(C=CC(O)=CC=1)O>C(Cl)Cl>[CH2:14]([O:13][C:9]([CH:10]1[CH:7]([CH3:8])[CH:6]=[CH:5][CH:4]([O:3][CH2:1][CH3:2])[O:11]1)=[O:12])[CH2:15][CH2:16][CH3:17]. Procedure details: Following the procedure of Example 12, a solution of 26.7 g. (0.226 mol) of 1-ethoxy-1,3-pentadiene (purity, 95%), 32.5 g. (0.25 mol) of butyl glyoxylate and 0.250 g. of hydroquinone in 250 ml. of methylene chloride was refluxed for 48 hours to give 28.0 g. of a mixture of 1-ethoxy-1,3-pentadiene and butyl glyoxylate and 20.32 g. of distilled 2H-pyran butyl ester (b1.0 =100°-110°) as an oil. Yield based on 1-ethoxy-1,3-pentadiene, 34%. The reactants are O=C([O-])[O-], COC(=O)c1ccc(B(O)O)cc1, COCCOC, CCCCCCCn1cc(I)cn1, [Na+], [Na+], c1ccc(P(c2ccccc2)(c2ccccc2)[Pd](P(c2ccccc2)(c2ccccc2)c2ccccc2)(P(c2ccccc2)(c2ccccc2)c2ccccc2)P(c2ccccc2)(c2ccccc2)c2ccccc2)cc1. Product: CCCCCCCn1cc(-c2ccc(C(=O)OC)cc2)cn1. Reaction SMILES: [C:27](=[O:28])([O-:29])[O-:30].[CH3:1][O:2][C:3](=[O:4])[c:5]1[cH:6][cH:7][c:8]([B:11]([OH:12])[OH:13])[cH:9][cH:10]1.[CH3:33][O:34][CH2:35][CH2:36][O:37][CH3:38].[I:14][c:15]1[cH:16][n:17][n:18]([CH2:20][CH2:21][CH2:22][CH2:23][CH2:24][CH2:25][CH3:26])[cH:19]1.[Na+:31].[Na+:32].[cH:39]1[cH:40][cH:41][c:42]([P:43]([Pd:44]([P:45]([c:46]2[cH:47][cH:48][cH:49][cH:50][cH:51]2)([c:52]2[cH:53][cH:54][cH:55][cH:56][cH:57]2)[c:58]2[cH:59][cH:60][cH:61][cH:62][cH:63]2)([P:64]([c:65]2[cH:66][cH:67][cH:68][cH:69][cH:70]2)([c:71]2[cH:72][cH:73][cH:74][cH:75][cH:76]2)[c:77]2[cH:78][cH:79][cH:80][cH:81][cH:82]2)[P:83]([c:84]2[cH:85][cH:86][cH:87][cH:88][cH:89]2)([c:90]2[cH:91][cH:92][cH:93][cH:94][cH:95]2)[c:96]2[cH:97][cH:98][cH:99][cH:100][cH:101]2)([c:102]2[cH:103][cH:104][cH:105][cH:106][cH:107]2)[c:108]2[cH:109][cH:110][cH:111][cH:112][cH:113]2)[cH:114][cH:115]1>>[CH3:1][O:2][C:3](=[O:4])[c:5]1[cH:6][cH:7][c:8](-[c:15]2[cH:16][n:17][n:18]([CH2:20][CH2:21][CH2:22][CH2:23][CH2:24][CH2:25][CH3:26])[cH:19]2)[cH:9][cH:10]1. Reactants: CC1CN(Cc2nc(C(=O)Nc3cc(Br)cc4nn(C5CCCCO5)cc34)cs2)CC(C)O1, C1COCCO1, COc1ncc(B2OC(C)(C)CC(C)(C)O2)cc1N, C1CC2CC1CC2PC1CC2CCC1C2, CN(C)c1ccccc1-c1ccccc1[Pd]Cl, [K+], [K+], [K+], O, O=P([O-])([O-])[O-]. Product: COc1ncc(-c2cc(NC(=O)c3csc(CN4CC(C)OC(C)C4)n3)c3cn(C4CCCCO4)nc3c2)cc1N. As a reaction SMILES: [Br:28][c:29]1[cH:30][c:31]([NH:44][C:45](=[O:46])[c:47]2[n:48][c:49]([CH2:52][N:53]3[CH2:54][CH:55]([CH3:60])[O:56][CH:57]([CH3:59])[CH2:58]3)[s:50][cH:51]2)[c:32]2[cH:33][n:34]([CH:38]3[O:39][CH2:40][CH2:41][CH2:42][CH2:43]3)[n:35][c:36]2[cH:37]1.[CH2:62]1[O:63][CH2:64][CH2:65][O:66][CH2:67]1.[CH3:9][O:10][c:11]1[n:12][cH:13][c:14]([B:18]2[O:19][C:20]([CH3:21])([CH3:22])[CH2:23][C:24]([CH3:25])([CH3:26])[O:27]2)[cH:15][c:16]1[NH2:17].[CH:68]12[CH2:69][CH:70]([CH2:71][CH2:72]1)[CH2:73][CH:74]2[PH:75][CH:76]1[CH2:77][CH:78]2[CH2:79][CH:80]1[CH2:81][CH2:82]2.[Cl:83][Pd:84][c:85]1[cH:86][cH:87][cH:88][cH:89][c:90]1-[c:91]1[cH:92][cH:93][cH:94][cH:95][c:96]1[N:97]([CH3:98])[CH3:99].[K+:6].[K+:7].[K+:8].[OH2:61].[P:1]([O-:2])([O-:3])([O-:4])=[O:5]>>[CH3:9][O:10][c:11]1[n:12][cH:13][c:14](-[c:29]2[cH:30][c:31]([NH:44][C:45](=[O:46])[c:47]3[n:48][c:49]([CH2:52][N:53]4[CH2:54][CH:55]([CH3:60])[O:56][CH:57]([CH3:59])[CH2:58]4)[s:50][cH:51]3)[c:32]3[cH:33][n:34]([CH:38]4[O:39][CH2:40][CH2:41][CH2:42][CH2:43]4)[n:35][c:36]3[cH:37]2)[cH:15][c:16]1[NH2:17].